This data is from the Open Reaction Database (ORD), a public repository of structured organic reaction records. The task is: describe an organic reaction: reactants, conditions, products, and yield The reactants are C(C)(C)(C)N (tert-butylamine), Cl.ClC1=CC=C2C(=CC=NC2=C1)NC=1C=CC(=C(C1)CO)N1CCOCC1 ({5-[(7-chloroquinolin-4-yl)amino]-2-(morpholin-4-yl)phenyl}methanol hydrochloride), Cl.ClC1=CC=C2C(=CC=NC2=C1)NC=1C=CC(=C(C1)CO)N1CCOCC1 ({5-[(7-chloroquinolin-4-yl)amino]-2-(morpholin-4-yl)phenyl}methanol hydrochloride), S(=O)(Cl)Cl (thionyl chloride). Run in CN1CCCC1=O (NMP), C(Cl)Cl (CH2Cl2), CN1CCCC1=O (NMP). Reaction conditions: time 3 hour. Product: C(C)(C)(C)NCC=1C=C(C=CC1N1CCOCC1)NC1=CC=NC2=CC(=CC=C12)Cl (N-{3-[(tert-butylamino)methyl]-4-(morpholin-4-yl)phenyl}-7-chloroquinolin-4-amine). The yield is 93.2%. As a reaction SMILES: Cl.[Cl:2][C:3]1[CH:12]=[C:11]2[C:6]([C:7]([NH:13][C:14]3[CH:15]=[CH:16][C:17]([N:22]4[CH2:27][CH2:26][O:25][CH2:24][CH2:23]4)=[C:18]([CH2:20]O)[CH:19]=3)=[CH:8][CH:9]=[N:10]2)=[CH:5][CH:4]=1.S(Cl)(Cl)=O.[C:32]([NH2:36])([CH3:35])([CH3:34])[CH3:33]>CN1C(=O)CCC1.C(Cl)Cl>[C:32]([NH:36][CH2:20][C:18]1[CH:19]=[C:14]([NH:13][C:7]2[C:6]3[C:11](=[CH:12][C:3]([Cl:2])=[CH:4][CH:5]=3)[N:10]=[CH:9][CH:8]=2)[CH:15]=[CH:16][C:17]=1[N:22]1[CH2:23][CH2:24][O:25][CH2:26][CH2:27]1)([CH3:35])([CH3:34])[CH3:33] |f:0.1|. Procedure: To a suspension of {5-[(7-chloroquinolin-4-yl)amino]-2-(morpholin-4-yl)phenyl}methanol hydrochloride (compound of step C of example 31) (0.105 g, 0.26 mmol) in 4 mL of NMP at 0° C. was added thionyl chloride (90 μL, 1.23 mmol). The reaction mixture was warmed up to room temperature and stirred for 3 h. The reaction mixture was then slowly added to tert-butylamine (0.81 mL, 7.75 mmol) in 1 mL of NMP at 0° C. and then stirred at room temperature for 2 h. This solution was diluted in 100 mL of CH2C... The reactants are C=C(C)C(=O)OCCO, CC12CCCCC1C(=O)OC2=O, Clc1ccccc1Cl, O=c1nc2ccnc-2c1=O. Yields the product CC1(C(=O)O)CCCCC1C(=O)O. As a reaction SMILES: [C:23]([O:24][CH2:25][CH2:26][OH:27])(=[O:28])[C:29]([CH3:30])=[CH2:31].[CH3:11][C:12]12[CH2:13][CH2:14][CH2:15][CH2:16][CH:17]1[C:18](=[O:19])[O:20][C:21]2=[O:22].[Cl:32][c:33]1[cH:34][cH:35][cH:36][cH:37][c:38]1[Cl:39].[O:1]=[c:2]1[c:3]2[n:7][cH:6][cH:5][c:4]-2[n:8][c:9]1=[O:10]>>[OH:1][C:18]([CH:17]1[C:12]([CH3:11])([C:21]([OH:20])=[O:22])[CH2:13][CH2:14][CH2:15][CH2:16]1)=[O:19]. The reactants are C(C1=CC=CC=C1)N1[C@@H](C[C@H](C1)O[Si](C)(C)C(C)(C)C)C(O)C=1C=NN(C1)C ((2S,4R)-1-{1-benzyl-4-(t-butyl-dimethylsilyloxy) pyrrolidin-2-yl}-1-(1-methyl-4-pyrazolyl)methanol), C(=O)[O-].[NH4+] (ammonium formate). The reagents and catalysts are [Pd] (Pd-C). Solvent: CO (methanol). Conditions: time 30 minute. The product is C(C=C)ON1[C@@H](C([C@H](C1)O[Si](C)(C)C(C)(C)C)=C=O)C(O)C=1C=NN(C1)C (1-{(2S,4R)-1-allyloxy-carbonyl-4-(t-butyldimethylsilyloxy) pyrrolidin-2-yl}-1-(1-methylpyrazol-4-yl) methanol). The yield is 193.0%. Reaction SMILES: C([N:8]1[CH2:12][C@H:11]([O:13][Si:14]([C:17]([CH3:20])([CH3:19])[CH3:18])([CH3:16])[CH3:15])[CH2:10][C@H:9]1[CH:21]([C:23]1[CH:24]=[N:25][N:26]([CH3:28])[CH:27]=1)[OH:22])C1C=CC=CC=1.[CH:29]([O-:31])=O.[NH4+]>CO.[Pd]>[CH2:11]([O:13][N:8]1[CH2:12][C@H:11]([O:13][Si:14]([C:17]([CH3:20])([CH3:19])[CH3:18])([CH3:16])[CH3:15])[C:10](=[C:29]=[O:31])[C@H:9]1[CH:21]([C:23]1[CH:24]=[N:25][N:26]([CH3:28])[CH:27]=1)[OH:22])[CH:10]=[CH2:9] |f:1.2|. Procedure details: To a solution of (2S,4R)-1-{1-benzyl-4-(t-butyl-dimethylsilyloxy) pyrrolidin-2-yl}-1-(1-methyl-4-pyrazolyl)methanol (70 g) in methanol (700 ml) was added ammonium formate (44 g) and 10% Pd-C (wet, 20 g). The mixture was refluxed for 40 minutes, then cooled. After filtration of Pd-C, the solvent was evaporated. To the residue was added chloroform (500 ml) and precipitated excess ammonium formate was filtered off with celite. The filtrate was concentrated under reduced pressure. The residue was di... The reactants are FC(C(=O)O)(F)F (Trifluoroacetic acid), NC=1SC=C(N1)C(C(=O)NC1[C@@H]2N(C(=C(CS2)\C=C\Cl)C(=O)OC(C2=CC=CC=C2)C2=CC=CC=C2)C1=O)=NOC (benzhydryl 7-[2-(2-aminothiazol-4-yl)-2-methoxyiminoacetamido]-3-[(E)-2-chlorovinyl]-3-cephem-4-carboxylate), C(C)(C)OC(C)C (diisopropyl ether). The solvent is C(Cl)Cl (methylene chloride), C1(=CC=CC=C1)OC (anisole). Conditions: time 40 minute. Product: CON=C(C(=O)NC1[C@@H]2N(C(=C(CS2)\C=C\Cl)C(=O)O)C1=O)C=1N=C(SC1)N (7-[2-methoxyimino-2-(2-aminothiazol-4-yl)acetamido]-3-[(E)-2-chlorovinyl]-3-cephem-4-carboxylic acid). The yield is 64.8%. RXN SMILES: FC(F)(F)C(O)=O.[NH2:8][C:9]1[S:10][CH:11]=[C:12]([C:14](=[N:46][O:47][CH3:48])[C:15]([NH:17][CH:18]2[C:44](=[O:45])[N:20]3[C:21]([C:28]([O:30]C(C4C=CC=CC=4)C4C=CC=CC=4)=[O:29])=[C:22](/[CH:25]=[CH:26]/[Cl:27])[CH2:23][S:24][C@H:19]23)=[O:16])[N:13]=1.C(OC(C)C)(C)C>C(Cl)Cl.C1(OC)C=CC=CC=1>[CH3:48][O:47][N:46]=[C:14]([C:12]1[N:13]=[C:9]([NH2:8])[S:10][CH:11]=1)[C:15]([NH:17][CH:18]1[C:44](=[O:45])[N:20]2[C:21]([C:28]([OH:30])=[O:29])=[C:22](/[CH:25]=[CH:26]/[Cl:27])[CH2:23][S:24][C@H:19]12)=[O:16]. Procedure: Trifluoroacetic acid (6 ml) was added to a solution of benzhydryl 7-[2-(2-aminothiazol-4-yl)-2-methoxyiminoacetamido]-3-[(E)-2-chlorovinyl]-3-cephem-4-carboxylate (syn isomer) (1.4 g) in methylene chloride (4 ml) and anisole (1.4 ml) under ice-cooling and the mixture was stirred at the same temperature for 40 minutes. The resulting solution was added dropwise to diisopropyl ether (200 ml) and the resultant precipitates were collected by filtration. The precipitates were added to a mixture of wat... Reactants: BrC1=CC=2N3C4=C(C=C(C=C4SC2C=C1)O)C(C=C3)=O (10-bromo-5-hydroxy-3H-pyrido[3,2,1-kl]phenothiazin-3-one), Cl.ClCC=1C=NC=CC1 (3-chloromethylpyridine hydrochloride). Product: BrC1=CC=2N3C4=C(C=C(C=C4SC2C=C1)OCC=1C=NC=CC1)C(C=C3)=O (10-bromo-5-(3-pyridylmethyloxy)-3H-pyrido [3,2, 1-kl]phenothiazin-3-one). Yield: 72.2%. Reaction SMILES: [Br:1][C:2]1[CH:15]=[CH:14][C:13]2[S:12][C:11]3[C:6]4=[C:7]([C:17](=[O:20])[CH:18]=[CH:19][N:5]4[C:4]=2[CH:3]=1)[CH:8]=[C:9]([OH:16])[CH:10]=3.Cl.Cl[CH2:23][C:24]1[CH:25]=[N:26][CH:27]=[CH:28][CH:29]=1>>[Br:1][C:2]1[CH:15]=[CH:14][C:13]2[S:12][C:11]3[C:6]4=[C:7]([C:17](=[O:20])[CH:18]=[CH:19][N:5]4[C:4]=2[CH:3]=1)[CH:8]=[C:9]([O:16][CH2:23][C:24]1[CH:25]=[N:26][CH:27]=[CH:28][CH:29]=1)[CH:10]=3 |f:1.2|. Reported procedure: According to Example 34, the compound (170 mg) produced in Example 58 was reacted with 3-chloromethylpyridine hydrochloride (155 mg) to obtain the title compound (155 mg; 72%).